Dataset: the Open Reaction Database (ORD), a public repository of structured organic reaction records. Task: describe an organic reaction: reactants, conditions, products, and yield Reactants: C12C(CCC1)O2 (cyclopentene oxide), CC(C)(C)C1=C(C=CC(=C1)S)O (1,1-Dimethylethyl-4- mercaptophenol), C[O-].[Na+] (sodium methoxide), [Na] (sodium), Cl (hydrochloric acid). The solvent is CO (methanol), [Cl-].[Na+].O (brine), O (water). Run at time 20 hour. Yields the product CC(C)(C)C1=C(C(=CC(=C1)S[C@H]1[C@@H](CCC1)O)C(C)(C)C)O (trans-2,6-bis(1,1-Dimethylethyl)-4-[(2-hydroxycyclopentyl)thio]phenol). As a reaction SMILES: [CH3:1][C:2]([C:5]1[CH:10]=[C:9]([SH:11])[CH:8]=[CH:7][C:6]=1[OH:12])([CH3:4])[CH3:3].C[O-].[Na+].[Na].[CH:17]12[O:22][CH:18]1[CH2:19][CH2:20][CH2:21]2.Cl>[Cl-].[Na+].O.O.CO>[CH3:1][C:2]([C:7]1[CH:8]=[C:9]([S:11][C@@H:21]2[CH2:20][CH2:19][CH2:18][C@H:17]2[OH:22])[CH:10]=[C:5]([C:2]([CH3:1])([CH3:3])[CH3:4])[C:6]=1[OH:12])([CH3:4])[CH3:3] |f:1.2,6.7.8,^1:15|. Reported procedure: 2.6-bis(1,1-Dimethylethyl-4- mercaptophenol (11.5 g, 0.048 mole) was added to a solution of sodium methoxide [prepared from sodium (2.2 g, 0.097 mole)]in methanol (75 ml). After several minutes, cyclopentene oxide (3.86 g, 0.046 mole) was added, and the reaction mixture was stirred at room temperature for 20 hours. The reaction mixture was poured into water (100 ml) containing saturated brine (50 ml) and 1N hydrochloric acid (80 ml). The mixture was extracted twice with 100 ml of diethyl ether. ... Starting materials: [Al+3], COc1ccc(C2(O)CCC3CN(C(=O)c4ccccc4)CCC3C2)cc1, C1CCOC1, CO, ClC(Cl)Cl, [H-], [H-], [H-], [H-], [Li+]. The product is COc1ccc(C2(O)CCC3CN(Cc4ccccc4)CCC3C2)cc1. As a reaction SMILES: [Al+3:29].[C:1]([c:2]1[cH:3][cH:4][cH:5][cH:6][cH:7]1)(=[O:8])[N:9]1[CH2:10][CH:11]2[CH2:12][CH2:13][C:14]([c:19]3[cH:20][cH:21][c:22]([O:25][CH3:26])[cH:23][cH:24]3)([OH:27])[CH2:15][CH:16]2[CH2:17][CH2:18]1.[CH2:40]1[O:41][CH2:42][CH2:43][CH2:44]1.[CH3:38][OH:39].[CH:34]([Cl:35])([Cl:36])[Cl:37].[H-:28].[H-:31].[H-:32].[H-:33].[Li+:30]>>[CH2:1]([c:2]1[cH:3][cH:4][cH:5][cH:6][cH:7]1)[N:9]1[CH2:10][CH:11]2[CH2:12][CH2:13][C:14]([c:19]3[cH:20][cH:21][c:22]([O:25][CH3:26])[cH:23][cH:24]3)([OH:27])[CH2:15][CH:16]2[CH2:17][CH2:18]1. The reactants are OC1=C(C=C(OC=2C=CC(=C(C2)N(C(OC(C)(C)C)=O)C)[N+](=O)[O-])C=C1C(C)(C)C)C(C)(C)C (t-butyl N-[5-(4-hydroxy-3,5-di-t-butylphenoxy)-2-nitrophenyl]-N-methylcarbamate). Reagents/catalysts: [Pd] (palladium on carbon). The solvent is CO (methanol). The product is NC1=C(C=C(C=C1)OC1=CC(=C(C(=C1)C(C)(C)C)O)C(C)(C)C)N(C(OC(C)(C)C)=O)C (t-Butyl N-[2-amino-5-(4-hydroxy-3,5-di-t-butylphenoxy)phenyl]-N-methylcarbamate). The yield is 101.3%. Reaction SMILES: [OH:1][C:2]1[C:26]([C:27]([CH3:30])([CH3:29])[CH3:28])=[CH:25][C:5]([O:6][C:7]2[CH:8]=[CH:9][C:10]([N+:22]([O-])=O)=[C:11]([N:13]([CH3:21])[C:14](=[O:20])[O:15][C:16]([CH3:19])([CH3:18])[CH3:17])[CH:12]=2)=[CH:4][C:3]=1[C:31]([CH3:34])([CH3:33])[CH3:32]>[Pd].CO>[NH2:22][C:10]1[CH:9]=[CH:8][C:7]([O:6][C:5]2[CH:4]=[C:3]([C:31]([CH3:32])([CH3:33])[CH3:34])[C:2]([OH:1])=[C:26]([C:27]([CH3:29])([CH3:30])[CH3:28])[CH:25]=2)=[CH:12][C:11]=1[N:13]([CH3:21])[C:14](=[O:20])[O:15][C:16]([CH3:19])([CH3:18])[CH3:17]. Procedure details: In a similar manner to that described in Reference Example 7, a reaction was carried out using t-butyl N-[5-(4-hydroxy-3,5-di-t-butylphenoxy)-2-nitrophenyl]-N-methylcarbamate (0.58 g), palladium on carbon (10%, 0.12 g) and methanol (20 ml) and the reaction mixture was purified to give the title compound (0.55 g). Starting materials: ClCC=C(COCc1ccccc1)COCc1ccccc1, CN(C)C=O, [K+], [K+], Nc1nc(Cl)c2[nH]cnc2n1, O=C([O-])[O-]. Yields the product Nc1nc(Cl)c2ncn(CC=C(COCc3ccccc3)COCc3ccccc3)c2n1. As a reaction SMILES: [CH2:18]([c:19]1[cH:20][cH:21][cH:22][cH:23][cH:24]1)[O:25][CH2:26][C:27](=[CH:28][CH2:29][Cl:30])[CH2:31][O:32][CH2:33][c:34]1[cH:35][cH:36][cH:37][cH:38][cH:39]1.[CH3:40][N:41]([CH3:42])[CH:43]=[O:44].[K+:12].[K+:13].[NH2:1][c:2]1[n:3][c:4]([Cl:11])[c:5]2[nH:6][cH:7][n:8][c:9]2[n:10]1.[O-:14][C:15]([O-:16])=[O:17]>>[NH2:1][c:2]1[n:3][c:4]([Cl:11])[c:5]2[n:6][cH:7][n:8]([CH2:29][CH:28]=[C:27]([CH2:26][O:25][CH2:18][c:19]3[cH:20][cH:21][cH:22][cH:23][cH:24]3)[CH2:31][O:32][CH2:33][c:34]3[cH:35][cH:36][cH:37][cH:38][cH:39]3)[c:9]2[n:10]1. Reactants: C12(CC3CC(CC(C1)C3)C2)C(=O)OC2C3CC1C2OC(C1C3C(=O)O)=O (6-adamantanecarbonyloxy-2-oxohexahydro-3,5-methano-2H-cyclopenta[b]furan-7-carboxylic acid), C(C(=O)Cl)(=O)Cl (oxalyl dichloride), acid chloride. Solvent: C1(=CC=CC=C1)C (toluene). Conditions: time 4 hour. The product is C12(CC3CC(CC(C1)C3)C2)C(=O)OC2C3CC1C2OC(C1C3C(=O)Cl)=O (7-chlorocarbonyl-2-oxohexahydro-3,5-methano-2H-cyclopenta[b]furan-6-yl adamantanecarboxylate). Reaction SMILES: [C:1]12([C:11]([O:13][CH:14]3[CH:18]4[O:19][C:20](=[O:26])[CH:21]5[CH:22]([C:23](O)=[O:24])[CH:15]3[CH2:16][CH:17]45)=[O:12])[CH2:10][CH:5]3[CH2:6][CH:7]([CH2:9][CH:3]([CH2:4]3)[CH2:2]1)[CH2:8]2.C(Cl)(=O)C([Cl:30])=O>C1(C)C=CC=CC=1>[C:1]12([C:11]([O:13][CH:14]3[CH:18]4[O:19][C:20](=[O:26])[CH:21]5[CH:22]([C:23]([Cl:30])=[O:24])[CH:15]3[CH2:16][CH:17]45)=[O:12])[CH2:10][CH:5]3[CH2:6][CH:7]([CH2:9][CH:3]([CH2:4]3)[CH2:2]1)[CH2:8]2. Procedure: In 420 ml of toluene was suspended 60 g of the carboxylic acid (23) obtained in Synthesis Example 1-1-2. At 80° C., 25.3 g of oxalyl dichloride was added dropwise to the suspension, which was stirred for 4 hours. The toluene was distilled off in vacuum, obtaining the target compound. The resulting acid chloride was used in the subsequent reaction without further purification. Reactants: P(=O)(Cl)(Cl)Cl (Phosphorus oxychloride), N1=CC(=CC2=CC=CC=C12)C=1C=CC=C2C(N=C(NC12)C(F)(F)F)=O (8-(quinolin-3-yl)-2-(trifluoromethyl)quinazolin-4(1H)-one). Product: ClC1=NC(=NC2=C(C=CC=C12)C=1C=NC2=CC=CC=C2C1)C(F)(F)F (4-chloro-8-(quinolin-3-yl)-2-(trifluoromethyl)quinazoline). RXN SMILES: P(Cl)(Cl)([Cl:3])=O.[N:6]1[C:15]2[C:10](=[CH:11][CH:12]=[CH:13][CH:14]=2)[CH:9]=[C:8]([C:16]2[CH:17]=[CH:18][CH:19]=[C:20]3[C:25]=2[NH:24][C:23]([C:26]([F:29])([F:28])[F:27])=[N:22][C:21]3=O)[CH:7]=1>>[Cl:3][C:21]1[C:20]2[C:25](=[C:16]([C:8]3[CH:7]=[N:6][C:15]4[C:10]([CH:9]=3)=[CH:11][CH:12]=[CH:13][CH:14]=4)[CH:17]=[CH:18][CH:19]=2)[N:24]=[C:23]([C:26]([F:29])([F:28])[F:27])[N:22]=1. Procedure: A suspension of compound (114a) (0.57 g), 3-quinolineboronic acid (0.45 g), Pd2dba3 (0.031 g), X-Phos (0.064 g), and potassium phosphate (1.4 g) in butanol was stirred at 100° C. for 15 hours in a nitrogen atmosphere. After cooling, the reaction solution was partitioned between ethyl acetate and water. The organic layer was washed with brine and then dried over anhydrous sodium sulfate. The solvent was distilled off, and the residue was then purified by neutral silica gel column chromatography (...